This data is from the Open Reaction Database (ORD), a public repository of structured organic reaction records. The task is: describe an organic reaction: reactants, conditions, products, and yield The reactants are [I-].[K+] (potassium iodide), II (iodine), [N+](=O)(OC(C)(C)C)[O-] (tert-butyl nitrate), NC=1C=CC(=C2CNC(C12)=O)C1=CC=C(C=C1)O[Si](C)(C)C(C)(C)C (7-amino-4-(4-tert-butyldimethylsilyloxyphenyl)isoindolinone). The reagents and catalysts are [Cu](I)I (copper iodide). Run in C(C)#N (acetonitrile). The product is IC=1C=CC(=C2CNC(C12)=O)C1=CC=C(C=C1)O[Si](C)(C)C(C)(C)C (7-iodo-4-(4-tert-butyldimethylsilyloxyphenyl)isoindolinone). The yield is 46.4%. Reaction SMILES: N[C:2]1[CH:3]=[CH:4][C:5]([C:12]2[CH:17]=[CH:16][C:15]([O:18][Si:19]([C:22]([CH3:25])([CH3:24])[CH3:23])([CH3:21])[CH3:20])=[CH:14][CH:13]=2)=[C:6]2[C:10]=1[C:9](=[O:11])[NH:8][CH2:7]2.[I-:26].[K+].II.[N+]([O-])(OC(C)(C)C)=O>C(#N)C.[Cu](I)I>[I:26][C:2]1[CH:3]=[CH:4][C:5]([C:12]2[CH:17]=[CH:16][C:15]([O:18][Si:19]([C:22]([CH3:25])([CH3:24])[CH3:23])([CH3:21])[CH3:20])=[CH:14][CH:13]=2)=[C:6]2[C:10]=1[C:9](=[O:11])[NH:8][CH2:7]2 |f:1.2|. Procedure: In a similar manner to Step 4 of Example 140, 7-amino-4-(4-tert-butyldimethylsilyloxyphenyl)isoindolinone (179 mg, 0.505 mmol) was dissolved in acetonitrile (12.5 mL), and the solution was treated with potassium iodide (133 mg, 0.808 mmol), copper iodide (152 mg, 0.808 mmol), iodine (203 mg, 0.808 mmol) and tert-butyl nitrate (0.127 mL, 1.06 mmol), followed by purification by flash column chromatography (chloroform) to obtain 7-iodo-4-(4-tert-butyldimethylsilyloxyphenyl)isoindolinone (109 mg, yi... Starting materials: Cl (HCl), Cl.Cl.N1(CCCC1)CCOC1=CC=C(CC=2C3=C(SC2C2=CC=C(C=C2)NC(=O)C=2N=CNC2)C=CC=C3)C=C1 (3-[4-[2-(1-Pyrrolidinyl)ethoxy]benzyl]-2-[4-(4-imidazolylcarbonylamino)phenyl]benzo[b]thiophene Dihydrochloride), N1N=C(C=C1)C(=O)O (3-pyrazole carboxylic acid), [NH4+].[OH-] (NH4OH). Solvent: CO (MeOH), C(Cl)(Cl)Cl (CHCl3), CO (MeOH). The product is Cl.Cl.N1(CCCC1)CCOC1=CC=C(CC=2C3=C(SC2C2=CC=C(C=C2)NC(=O)C2=NNC=C2)C=CC=C3)C=C1 (3-[4-[2-(1-Pyrrolidinyl)ethoxy]benzyl]-2-[4-(3-pyrazolylcarbonylamino)phenyl]benzo[b]thiophene Dihydrochloride). Isolated yield 48.0%. As a reaction SMILES: [ClH:1].Cl.[N:3]1([CH2:8][CH2:9][O:10][C:11]2[CH:40]=[CH:39][C:14]([CH2:15][C:16]3[C:17]4[CH:38]=[CH:37][CH:36]=[CH:35][C:18]=4[S:19][C:20]=3[C:21]3[CH:26]=[CH:25][C:24]([NH:27][C:28]([C:30]4[N:31]=CN[CH:34]=4)=[O:29])=[CH:23][CH:22]=3)=[CH:13][CH:12]=2)[CH2:7][CH2:6][CH2:5][CH2:4]1.[NH:41]1[CH:45]=CC(C(O)=O)=N1.[NH4+].[OH-].Cl>C(Cl)(Cl)Cl.CO>[ClH:1].[ClH:1].[N:3]1([CH2:8][CH2:9][O:10][C:11]2[CH:12]=[CH:13][C:14]([CH2:15][C:16]3[C:17]4[CH:38]=[CH:37][CH:36]=[CH:35][C:18]=4[S:19][C:20]=3[C:21]3[CH:22]=[CH:23][C:24]([NH:27][C:28]([C:30]4[CH:34]=[CH:45][NH:41][N:31]=4)=[O:29])=[CH:25][CH:26]=3)=[CH:39][CH:40]=2)[CH2:7][CH2:6][CH2:5][CH2:4]1 |f:0.1.2,4.5,9.10.11|. Procedure details: By essentially following the conditions described in Example 16, Part E, the free base of the title compound was prepared as a solid from 2-(4-aminophenyl)-3-[4-[2-(1-pyrrolidinyl)ethoxy]benzyl]benzo[b]thiophene (Example 16; Part D) and 3-pyrazole carboxylic acid in 48% yield following radial chromatography (SiO2; 1% then 3% then 5% MeOH in CHCl3 sat'd with NH4OH). The solid was taken up in 5 mL MeOH, and the solution was treated with 1 mL of 1 N HCl. The solution was concentrated to give the ti... RXN SMILES: [CH2:13]1[CH2:14][CH2:15][NH:16][CH2:17][CH2:18]1.[Cl:19][C:20](=[O:21])[CH:22]([CH3:23])[O:24][C:25]([CH3:26])=[O:27].[NH2:1][c:2]1[c:3]([F:12])[cH:4][c:5]2[c:9]([cH:10]1)[NH:8][C:7](=[O:11])[CH2:6]2.[O:28]1[CH2:29][CH2:30][CH2:31][CH2:32]1>>[NH:1]([c:2]1[c:3]([F:12])[cH:4][c:5]2[c:9]([cH:10]1)[NH:8][C:7](=[O:11])[CH2:6]2)[C:20](=[O:21])[CH:22]([CH3:23])[O:24][C:25]([CH3:26])=[O:27]. Product: CC(=O)OC(C)C(=O)Nc1cc2c(cc1F)CC(=O)N2. Reactants: C1CCNCC1, CC(=O)OC(C)C(=O)Cl, Nc1cc2c(cc1F)CC(=O)N2, C1CCOC1.